This data is from the Open Reaction Database (ORD), a public repository of structured organic reaction records. The task is: describe an organic reaction: reactants, conditions, products, and yield Reactants: ClC1=CC=C(C(=O)N(CCCC(=O)O)C23CC4CC(CC(C2)C4)C3)C=C1 (N-(p-chlorobenzoyl)-4-(1-adamantylamino)butyric acid), NCCC(=O)OCC (ethyl 3-aminopropionate), [OH-].[K+] (potassium hydroxide). The solvent is C(C)O (ethanol). Conditions: time 12 hour. Product: ClC1=CC=C(C(=O)N(CCCC(=O)NCCC(=O)O)C23CC4CC(CC(C2)C4)C3)C=C1 (N-[N-(p-chlorobenzoyl)-4-(1-adamantylamino)butyryl]-3-aminopropionic acid). Reaction SMILES: [Cl:1][C:2]1[CH:26]=[CH:25][C:5]([C:6]([N:8]([C:15]23[CH2:24][CH:19]4[CH2:20][CH:21]([CH2:23][CH:17]([CH2:18]4)[CH2:16]2)[CH2:22]3)[CH2:9][CH2:10][CH2:11][C:12](O)=[O:13])=[O:7])=[CH:4][CH:3]=1.[NH2:27][CH2:28][CH2:29][C:30]([O:32]CC)=[O:31].[OH-].[K+]>C(O)C>[Cl:1][C:2]1[CH:3]=[CH:4][C:5]([C:6]([N:8]([C:15]23[CH2:24][CH:19]4[CH2:20][CH:21]([CH2:23][CH:17]([CH2:18]4)[CH2:16]2)[CH2:22]3)[CH2:9][CH2:10][CH2:11][C:12]([NH:27][CH2:28][CH2:29][C:30]([OH:32])=[O:31])=[O:13])=[O:7])=[CH:25][CH:26]=1 |f:2.3|. Procedure details: Analogously to Example 1, by using equivalent quantities, reacting N-(p-chlorobenzoyl)-4-(1-adamantylamino)butyric acid and ethyl 3-aminopropionate and suitable processing, dissolving the evaporation residue in ethanol, adding an ethanolic solution of potassium hydroxide, stirring for 12 hours at room temperature and further processing yields N-[N-(p-chlorobenzoyl)-4-(1-adamantylamino)butyryl]-3-aminopropionic acid. The reactants are NC(=O)COCCN1CCN(Cc2ccccc2)CC1, CCO, O=C[O-], [NH4+], [Pd]. Yields the product NC(=O)COCCN1CCNCC1. RXN SMILES: [CH2:1]([c:2]1[cH:3][cH:4][cH:5][cH:6][cH:7]1)[N:8]1[CH2:9][CH2:10][N:11]([CH2:14][CH2:15][O:16][CH2:17][C:18](=[O:19])[NH2:20])[CH2:12][CH2:13]1.[CH3:26][CH2:27][OH:28].[CH:21]([O-:22])=[O:23].[NH4+:24].[Pd:25]>>[NH:8]1[CH2:9][CH2:10][N:11]([CH2:14][CH2:15][O:16][CH2:17][C:18](=[O:19])[NH2:20])[CH2:12][CH2:13]1. The reactants are CC=1NC(=C(C(C1C(=O)OCC)C1=C(C=CC=C1)[N+](=O)[O-])C(=O)OCC)C=O (diethyl 2-methyl-4-(2-nitrophenyl)-6-formyl-1,4-dihydropyridine-3,5-dicarboxylate), C(C)N(CCN)CC (N,N-diethylethylenediamine), C1(=CC=C(C=C1)S(=O)(=O)O)C (p-toluenesulfonic acid), resultant solution, C(C)OCC (diethyl ether). As a reaction SMILES: [CH3:1][C:2]1[NH:3][C:4]([CH:27]=O)=[C:5]([C:22]([O:24][CH2:25][CH3:26])=[O:23])[CH:6]([C:13]2[CH:18]=[CH:17][CH:16]=[CH:15][C:14]=2[N+:19]([O-:21])=[O:20])[C:7]=1[C:8]([O:10][CH2:11][CH3:12])=[O:9].[CH2:29]([N:31]([CH2:35][CH3:36])[CH2:32][CH2:33][NH2:34])[CH3:30].C1(C)C=CC(S(O)(=O)=O)=CC=1.C(OCC)C>C1C=CC=CC=1>[CH3:1][C:2]1[NH:3][C:4]([CH:27]=[N:34][CH2:33][CH2:32][N:31]([CH2:35][CH3:36])[CH2:29][CH3:30])=[C:5]([C:22]([O:24][CH2:25][CH3:26])=[O:23])[CH:6]([C:13]2[CH:18]=[CH:17][CH:16]=[CH:15][C:14]=2[N+:19]([O-:21])=[O:20])[C:7]=1[C:8]([O:10][CH2:11][CH3:12])=[O:9]. The product is CC=1NC(=C(C(C1C(=O)OCC)C1=C(C=CC=C1)[N+](=O)[O-])C(=O)OCC)C=NCCN(CC)CC (diethyl 2-methyl-4-(2-nitrophenyl)-6-[2-(N,N-diethylamino)ethyl]iminomethyl-1,4-dihydropyridine-3,5-dicarboxylate). Run in C1=CC=CC=C1 (benzene). Reported procedure: A mixture of diethyl 2-methyl-4-(2-nitrophenyl)-6-formyl-1,4-dihydropyridine-3,5-dicarboxylate (970.9 mg), N,N-diethylethylenediamine (290.5 mg) and p-toluenesulfonic acid (catalytic amount) in dried benzene (20 ml) was refluxed under azeotropic dehydration for 4 hours. To the resultant solution was added diethyl ether and the solution was washed with water and dried. The solvent was removed to give red oil (1.1711 g) of diethyl 2-methyl-4-(2-nitrophenyl)-6-[2-(N,N-diethylamino)ethyl]iminomethyl... Yield: 96.3%. The reactants are FC(OC1=CC=C(C=C1)C(CC)O)(F)F (1-(4-(trifluoromethoxy)phenyl)propan-1-ol), C(Br)(Br)(Br)Br (CBr4), C1=CC=C(C=C1)P(C2=CC=CC=C2)C3=CC=CC=C3 (PPh3). The solvent is C(Cl)Cl (DCM). Conditions: time 17 hour. Yields the product BrC(CC)C1=CC=C(C=C1)OC(F)(F)F (1-(1-bromopropyl)-4-(trifluoromethoxy)benzene). Reaction SMILES: [F:1][C:2]([F:15])([F:14])[O:3][C:4]1[CH:9]=[CH:8][C:7]([CH:10](O)[CH2:11][CH3:12])=[CH:6][CH:5]=1.C(Br)(Br)(Br)[Br:17].C1C=CC(P(C2C=CC=CC=2)C2C=CC=CC=2)=CC=1>C(Cl)Cl>[Br:17][CH:10]([C:7]1[CH:8]=[CH:9][C:4]([O:3][C:2]([F:15])([F:14])[F:1])=[CH:5][CH:6]=1)[CH2:11][CH3:12]. Procedure: A solution of 1-(4-(trifluoromethoxy)phenyl)propan-1-ol (300 mg; 1.36 mmol) in anh. DCM (10 ml) was treated at rt with CBr4 (451 mg; 1.36 mmol), and with PPh3 (357 mg; 1.36 mmol). The resulting mixture was further stirred at rt, under nitrogen, for 17 h. Concentration to dryness under reduced pressure, and subsequent purification by FC (DCM) afforded 1-(1-bromopropyl)-4-(trifluoromethoxy)benzene as a slightly yellow oil which was directly used for the next reaction. LC-MS (conditions A): tR=1.01... Starting materials: O=Cc1ncccc1Br, CCCC[Sn](CCCC)(CCCC)c1cccnc1, Cc1ccccc1, CCOC(C)=O, c1ccc(P(c2ccccc2)(c2ccccc2)[Pd](P(c2ccccc2)(c2ccccc2)c2ccccc2)(P(c2ccccc2)(c2ccccc2)c2ccccc2)P(c2ccccc2)(c2ccccc2)c2ccccc2)cc1. Product: O=Cc1ncccc1-c1cccnc1. Reaction SMILES: [Br:20][c:21]1[c:22]([CH:27]=[O:28])[n:23][cH:24][cH:25][cH:26]1.[CH2:1]([Sn:2]([CH2:3][CH2:4][CH2:5][CH3:12])([c:6]1[cH:7][n:8][cH:9][cH:10][cH:11]1)[CH2:13][CH2:14][CH2:15][CH3:16])[CH2:17][CH2:18][CH3:19].[CH3:29][c:30]1[cH:31][cH:32][cH:33][cH:34][cH:35]1.[CH3:36][CH2:37][O:38][C:39]([CH3:40])=[O:41].[cH:42]1[cH:43][cH:44][c:45]([P:46]([Pd:47]([P:48]([c:49]2[cH:50][cH:51][cH:52][cH:53][cH:54]2)([c:55]2[cH:56][cH:57][cH:58][cH:59][cH:60]2)[c:61]2[cH:62][cH:63][cH:64][cH:65][cH:66]2)([P:67]([c:68]2[cH:69][cH:70][cH:71][cH:72][cH:73]2)([c:74]2[cH:75][cH:76][cH:77][cH:78][cH:79]2)[c:80]2[cH:81][cH:82][cH:83][cH:84][cH:85]2)[P:86]([c:87]2[cH:88][cH:89][cH:90][cH:91][cH:92]2)([c:93]2[cH:94][cH:95][cH:96][cH:97][cH:98]2)[c:99]2[cH:100][cH:101][cH:102][cH:103][cH:104]2)([c:105]2[cH:106][cH:107][cH:108][cH:109][cH:110]2)[c:111]2[cH:112][cH:113][cH:114][cH:115][cH:116]2)[cH:117][cH:118]1>>[c:6]1(-[c:21]2[c:22]([CH:27]=[O:28])[n:23][cH:24][cH:25][cH:26]2)[cH:7][n:8][cH:9][cH:10][cH:11]1. Reactants: ClC1=CC=C(C=C1)C(C=1C(=NN(C1)C)C(=O)O)NC1=CN(C(C(=C1)C)=O)C (4-((4-chlorophenyl)(1,5-dimethyl-6-oxo-1,6-dihydropyridin-3-ylamino)methyl)-1-methyl-1H-pyrazole-3-carboxylic acid). Run in C(Cl)Cl.CO (CH2Cl2 MeOH). Product: ClC1=CC=C(C=C1)C1N(C(C2=NN(C=C21)C)=O)C2=CN(C(C(=C2)C)=O)C (4-(4-chlorophenyl)-5-(1,5-dimethyl-6-oxo-1,6-dihydropyridin-3-yl)-2-methyl-4,5-dihydropyrrolo[3,4-c]pyrazol-6(2H)-one). Reaction SMILES: [Cl:1][C:2]1[CH:7]=[CH:6][C:5]([CH:8]([NH:18][C:19]2[CH:24]=[C:23]([CH3:25])[C:22](=[O:26])[N:21]([CH3:27])[CH:20]=2)[C:9]2[C:10]([C:15](O)=[O:16])=[N:11][N:12]([CH3:14])[CH:13]=2)=[CH:4][CH:3]=1>C(Cl)Cl.CO>[Cl:1][C:2]1[CH:3]=[CH:4][C:5]([CH:8]2[C:9]3[C:10](=[N:11][N:12]([CH3:14])[CH:13]=3)[C:15](=[O:16])[N:18]2[C:19]2[CH:24]=[C:23]([CH3:25])[C:22](=[O:26])[N:21]([CH3:27])[CH:20]=2)=[CH:6][CH:7]=1 |f:1.2|. Procedure details: The title compound was prepared in analogy to the procedure described in Example 1 using 4-((4-chlorophenyl)(1,5-dimethyl-6-oxo-1,6-dihydropyridin-3-ylamino)methyl)-1-methyl-1H-pyrazole-3-carboxylic acid (Step 13.2). tR: 3.44 min (HPLC 1); tR: 0.77 min (LC-MS 2); ESI-MS: 369 [M+H]+ (LC-MS 2); Rf=0.46 (CH2Cl2/MeOH 9:1); 1H NMR (400 MHz, DMSO-d6) δ ppm 1.92 (s, 3H) 3.37 (s, 3H) 3.95 (s, 3H) 6.15 (s, 1H) 7.22 (d, J=8.6 Hz, 2H) 7.38 (d, J=8.6 Hz, 2H) 7.40 (m, 1H) 7.81 (m, 1H) 7.86 (s, 1H). Starting materials: C1CCC2=NCCCN2CC1 (DBU), C(C)OC(=O)O/N=C(\C1=CN=CC(=C1)C1=CN=C(C=2N1C=C(N2)\C=C\C2=NC1=CC=CC=C1C=C2)N2CCOCC2)/N ((E)-N′-((ethoxycarbonyl)oxy)-5-(8-morpholino-2-((E)-2-(quinolin-2-yl)vinyl)imidazo[1,2-a]pyrazin-5-yl)nicotinimidamide). Run in C(C)#N (ACN). Reaction conditions: temperature 100 celsius, time 18 hour. Product: O1CCN(CC1)C=1C=2N(C(=CN1)C=1C=C(C=NC1)C1=NOC(=N1)O)C=C(N2)\C=C\C2=NC1=CC=CC=C1C=C2 ((E)-3-(5-(8-Morpholino-2-(2-(quinolin-2-yl)vinyl)imidazo[1,2-a]pyrazin-5-yl)pyridin-3-yl)-1,2,4-oxadiazol-5-ol). As a reaction SMILES: C([O:3][C:4]([O:6]/[N:7]=[C:8](/[NH2:42])\[C:9]1[CH:14]=[C:13]([C:15]2[N:20]3[CH:21]=[C:22](/[CH:24]=[CH:25]/[C:26]4[CH:35]=[CH:34][C:33]5[C:28](=[CH:29][CH:30]=[CH:31][CH:32]=5)[N:27]=4)[N:23]=[C:19]3[C:18]([N:36]3[CH2:41][CH2:40][O:39][CH2:38][CH2:37]3)=[N:17][CH:16]=2)[CH:12]=[N:11][CH:10]=1)=O)C.C1CCN2C(=NCCC2)CC1>C(#N)C>[O:39]1[CH2:38][CH2:37][N:36]([C:18]2[C:19]3[N:20]([CH:21]=[C:22](/[CH:24]=[CH:25]/[C:26]4[CH:35]=[CH:34][C:33]5[C:28](=[CH:29][CH:30]=[CH:31][CH:32]=5)[N:27]=4)[N:23]=3)[C:15]([C:13]3[CH:14]=[C:9]([C:8]4[N:42]=[C:4]([OH:3])[O:6][N:7]=4)[CH:10]=[N:11][CH:12]=3)=[CH:16][N:17]=2)[CH2:41][CH2:40]1. Procedure details: Compound 77a (26.5 mg, 0.469 mmol) was placed in an 8 mL vial equipped with a stir bar. ACN (1 mL) and DBU (0.358 μL, 0.00235 mmol) were added. The reaction was stirred at 100° C. for 18 h and then cooled to rt. The precipitate was collected by filtration and then the solid was washed with ACN (2×5 mL). The residual solvent was removed under reduced pressure to afford the title compound 28. 1H-NMR (400 MHz, DMSO-d6) δ (ppm): 9.06 (d, J=2.0 Hz, 1H), 8.85 (d, J=2.0 Hz, 1H), 8.32-8.37 (m, 2H), 8.27... Reactants: C(c1cccc(c1O)O)=O, CC1=CN=C(C=C1)N, [C-]#[N+]C1CCCCC1. Reagents/catalysts: O=C(O)C(F)(F)F (trifluoroacetic acid). Solvent: CC(C)O (isopropyl alcohol), CC(C)O (isopropylalcohol). Conditions: temperature 22 celsius, time 20 hour. The product is Cc1ccc2nc(c3cccc(c3O)O)c(NC3CCCCC3)n2c1. Yield: 67.4%. As a reaction SMILES: CC1=CC=C(N)N=C1.[C-]#[N+]C1CCCCC1.OC1=CC=CC(C=O)=C1O>>CC1=CN2C(C=C1)=NC(=C2NC1CCCCC1)C1=C(O)C(O)=CC=C1. The reactants are ClCCl, COC(=O)C1=C(OC)CCC1CO, c1ccncc1. The product is COC(=O)C1=C(OC)CCC1C=O. As a reaction SMILES: [CH2:20]([Cl:21])[Cl:22].[CH3:7][O:8][C:9]1=[C:10]([C:16](=[O:17])[O:18][CH3:19])[CH:11]([CH2:14][OH:15])[CH2:12][CH2:13]1.[cH:1]1[cH:2][cH:3][n:4][cH:5][cH:6]1>>[CH3:7][O:8][C:9]1=[C:10]([C:16](=[O:17])[O:18][CH3:19])[CH:11]([CH:14]=[O:15])[CH2:12][CH2:13]1. Starting materials: CNCCO, Clc1ncccn1, C1CCOC1, O. Yields the product CN(CCO)c1ncccn1. Reaction SMILES: [CH3:8][NH:9][CH2:10][CH2:11][OH:12].[Cl:1][c:2]1[n:3][cH:4][cH:5][cH:6][n:7]1.[O:14]1[CH2:15][CH2:16][CH2:17][CH2:18]1.[OH2:13]>>[c:2]1([N:9]([CH3:8])[CH2:10][CH2:11][OH:12])[n:3][cH:4][cH:5][cH:6][n:7]1.